Task: describe an organic reaction: reactants, conditions, products, and yield. Dataset: the Open Reaction Database (ORD), a public repository of structured organic reaction records The reactants are CC(C)(C)[Si](C)(C)OCC(CCn1ccc2ccc([N+](=O)[O-])cc21)n1cnc(C(N)=O)c1, CCO, [Cl-], [Fe], [NH4+], O. Yields the product CC(C)(C)[Si](C)(C)OCC(CCn1ccc2ccc(N)cc21)n1cnc(C(N)=O)c1. As a reaction SMILES: [C:1]([CH3:2])([CH3:3])([CH3:4])[Si:5]([O:6][CH2:7][CH:8]([CH2:9][CH2:10][n:11]1[cH:12][cH:13][c:14]2[cH:15][cH:16][c:17]([N+:20]([O-:21])=[O:22])[cH:18][c:19]12)[n:23]1[cH:24][n:25][c:26]([C:28](=[O:29])[NH2:30])[cH:27]1)([CH3:31])[CH3:32].[CH3:35][CH2:36][OH:37].[Cl-:33].[Fe:39].[NH4+:34].[OH2:38]>>[C:1]([CH3:2])([CH3:3])([CH3:4])[Si:5]([O:6][CH2:7][CH:8]([CH2:9][CH2:10][n:11]1[cH:12][cH:13][c:14]2[cH:15][cH:16][c:17]([NH2:20])[cH:18][c:19]12)[n:23]1[cH:24][n:25][c:26]([C:28](=[O:29])[NH2:30])[cH:27]1)([CH3:31])[CH3:32]. Procedure: 4-Methoxy-3-phenylbenzaldehyde was condensed with 2-oxindole to give 0.3 g of 3-(6-methoxybiphenyl-3-ylmethylene)-1,3-dihydroindol-2-one as a yellow-orange solid. The reactants are COC1=C(C=C(C=O)C=C1)C1=CC=CC=C1 (4-Methoxy-3-phenylbenzaldehyde), N1C(CC2=CC=CC=C12)=O (2-oxindole). Reaction SMILES: [CH3:1][O:2][C:3]1[CH:10]=[CH:9][C:6]([CH:7]=O)=[CH:5][C:4]=1[C:11]1[CH:16]=[CH:15][CH:14]=[CH:13][CH:12]=1.[NH:17]1[C:25]2[C:20](=[CH:21][CH:22]=[CH:23][CH:24]=2)[CH2:19][C:18]1=[O:26]>>[CH3:1][O:2][C:3]1[C:4]([C:11]2[CH:16]=[CH:15][CH:14]=[CH:13][CH:12]=2)=[CH:5][C:6]([CH:7]=[C:19]2[C:20]3[C:25](=[CH:24][CH:23]=[CH:22][CH:21]=3)[NH:17][C:18]2=[O:26])=[CH:9][CH:10]=1. Yields the product COC1=CC=C(C=C1C1=CC=CC=C1)C=C1C(NC2=CC=CC=C12)=O (3-(6-methoxybiphenyl-3-ylmethylene)-1,3-dihydroindol-2-one). Starting materials: CCO, NCCCCC(N)C(=O)O, O=S(=O)(O)O. The product is CCOC(=O)C(N)CCCCN. Reaction SMILES: [CH2:11]([CH3:12])[OH:13].[NH2:1][CH2:2][CH2:3][CH2:4][CH2:5][CH:6]([NH2:7])[C:8]([OH:9])=[O:10].[S:14](=[O:15])(=[O:16])([OH:17])[OH:18]>>[NH2:1][CH2:2][CH2:3][CH2:4][CH2:5][CH:6]([NH2:7])[C:8](=[O:9])[O:10][CH2:11][CH3:12]. Starting materials: C(#N)C1=C(OC=2CN(CCC21)C(=O)OC(C)(C)C)N=COC (tert-Butyl 3-cyano-2-[(1-methoxymethylidene)amino]-4,7-dihydrofuro[2,3-c]pyridine-6(5H)-carboxylate), ClC=1C=C(N)C=CC1OCC1=CC(=CC=C1)F (3-Chloro-4-[(3-fluorobenzyl)oxy]aniline). The solvent is CO (methanol). Yields the product ClC=1C=C(C=CC1OCC1=CC(=CC=C1)F)NC=1C2=C(N=CN1)OC1=C2CCN(C1)C(=O)OC(C)(C)C (tert-Butyl 4-({3-chloro-4-[(3-fluorobenzyl)oxy]phenyl}amino)-5,8-dihydropyrido[4′,3′:4,5]furo-[2,3-d]pyrimidine-7(6H)-carboxylate). RXN SMILES: [C:1]([C:3]1[C:11]2[CH2:10][CH2:9][N:8]([C:12]([O:14][C:15]([CH3:18])([CH3:17])[CH3:16])=[O:13])[CH2:7][C:6]=2[O:5][C:4]=1[N:19]=[CH:20]OC)#[N:2].[Cl:23][C:24]1[CH:25]=[C:26]([CH:28]=[CH:29][C:30]=1[O:31][CH2:32][C:33]1[CH:38]=[CH:37][CH:36]=[C:35]([F:39])[CH:34]=1)[NH2:27]>CO>[Cl:23][C:24]1[CH:25]=[C:26]([NH:27][C:1]2[C:3]3[C:11]4[CH2:10][CH2:9][N:8]([C:12]([O:14][C:15]([CH3:18])([CH3:16])[CH3:17])=[O:13])[CH2:7][C:6]=4[O:5][C:4]=3[N:19]=[CH:20][N:2]=2)[CH:28]=[CH:29][C:30]=1[O:31][CH2:32][C:33]1[CH:38]=[CH:37][CH:36]=[C:35]([F:39])[CH:34]=1. Procedure: tert-Butyl 3-cyano-2-[(1-methoxymethylidene)amino]-4,7-dihydrofuro[2,3-c]pyridine-6(5H)-carboxylate from Example 47A (134 mg, 0.44 mmol) and 3-chloro-4-[(3-fluorobenzyl)oxy]aniline from Example 4A (221 mg, 0.88 mmol) were heated in methanol (3.0 mL) in a microwave oven for 1 h at 160° C. The title compound was isolated by preparative HPLC to yield 18 mg (8%). Starting materials: ClCCl, O=C(O)C(F)(F)F, CC(C)(C)OC(=O)C(N)Cc1ccc(Br)nc1. The product is NC(Cc1ccc(Br)nc1)C(=O)O. RXN SMILES: [Cl:25][CH2:26][Cl:27].[F:18][C:19]([F:20])([F:21])[C:22]([OH:23])=[O:24].[NH2:1][CH:2]([C:3](=[O:4])[O:5][C:6]([CH3:7])([CH3:8])[CH3:9])[CH2:10][c:11]1[cH:12][n:13][c:14]([Br:17])[cH:15][cH:16]1>>[NH2:1][CH:2]([C:3](=[O:4])[OH:5])[CH2:10][c:11]1[cH:12][n:13][c:14]([Br:17])[cH:15][cH:16]1.